Dataset: the Open Reaction Database (ORD), a public repository of structured organic reaction records. Task: describe an organic reaction: reactants, conditions, products, and yield Reactants: C[O-], CO, O=c1c2ccccc2nc2ccc(Cl)nn12, [Na+]. Yields the product COc1ccc2nc3ccccc3c(=O)n2n1. RXN SMILES: [CH3:17][O-:18].[CH3:20][OH:21].[Cl:1][c:2]1[cH:3][cH:4][c:5]2[n:6][c:7]3[cH:8][cH:9][cH:10][cH:11][c:12]3[c:13](=[O:16])[n:14]2[n:15]1.[Na+:19]>>[c:2]1([O:18][CH3:17])[cH:3][cH:4][c:5]2[n:6][c:7]3[cH:8][cH:9][cH:10][cH:11][c:12]3[c:13](=[O:16])[n:14]2[n:15]1.